Task: describe an organic reaction: reactants, conditions, products, and yield. Dataset: the Open Reaction Database (ORD), a public repository of structured organic reaction records Starting materials: BrC1=CC(=C(C=N1)N)NC(C)C (6-bromo-N4-isopropylpyridine-3,4-diamine), BrC1=CC(=C(C=N1)N)NC(C)C (6-bromo-N4-isopropylpyridine-3,4-diamine), C(C)OC(OCC)OCC (triethylorthoformate), C(=O)(C(F)(F)F)O (TFA). Conditions: temperature 125 celsius. Yields the product BrC1=CC2=C(C=N1)N=CN2C(C)C (6-bromo-1-isopropyl-1H-imidazo[4,5-c]pyridine). RXN SMILES: [Br:1][C:2]1[N:7]=[CH:6][C:5]([NH2:8])=[C:4]([NH:9][CH:10]([CH3:12])[CH3:11])[CH:3]=1.[CH2:13](OC(OCC)OCC)C.C(O)(C(F)(F)F)=O>>[Br:1][C:2]1[N:7]=[CH:6][C:5]2[N:8]=[CH:13][N:9]([CH:10]([CH3:12])[CH3:11])[C:4]=2[CH:3]=1. Reported procedure: A mixture of 6-bromo-N4-isopropylpyridine-3,4-diamine (intermediate 257, 1.2 g, 5.22 mmol), triethylorthoformate (26.6 ml, 156 mmol) and TFA (0.24 ml, 3.12 mmol) was heated at 125° C. for 3.5 h and then concentrated. The residue was diluted with sat. aq. NaHCO3 and extracted with The reactants are C(=O)(Cl)Cl (phosgene), CC=1N=CC2=CC=CC(=C2C1)N (3-methyl-isoquinolin-5-ylamine). The reagents and catalysts are CN(C1=CC=NC=C1)C (4-dimethylaminopyridine). The solvent is ClCCl (dichloromethane), O1CCCC1 (tetrahydrofuran), ClCCl (dichloromethane). Reaction conditions: time 8 hour. Yields the product solution, CC=1N=CC2=CC=CC(=C2C1)N=C=O (3-methyl-5-isocyanato-isoquinoline). RXN SMILES: [C:1](Cl)(Cl)=[O:2].[CH3:5][C:6]1[N:7]=[CH:8][C:9]2[C:14]([CH:15]=1)=[C:13]([NH2:16])[CH:12]=[CH:11][CH:10]=2>CN(C)C1C=CN=CC=1.ClCCl.O1CCCC1>[CH3:5][C:6]1[N:7]=[CH:8][C:9]2[C:14]([CH:15]=1)=[C:13]([N:16]=[C:1]=[O:2])[CH:12]=[CH:11][CH:10]=2. Reported procedure: A solution of phosgene (20% in toluene, 2.9 mL, 5.5 mmol) of dichloromethane (30 mL)was cooled to 0° C. and treated dropwise with a solution of 4-dimethylaminopyridine (1.43 g, 11.7 mL) in dichloromethane (15 mL). A thick white suspension formed. A solution of 3-methyl-isoquinolin-5-ylamine (0.79 g, 5 mmol) in tetrahydrofuran (20 mL) was then added dropwise to this suspension. The reaction mixture was allowed to warm to ambient temperature and stirred overnight, the solvent was removed under red... The reactants are COc1cc(Nc2ncc3c(C)nc(-c4cccc(Br)c4)n3n2)cc(OC)c1OC, C1COCCO1, CC(C)(C)[O-], CO, CCOC(C)=O, Nc1cccc(S(=O)(=O)NC2CC2)c1, [Na+]. The product is COc1cc(Nc2ncc3c(C)nc(-c4cccc(Nc5cccc(S(=O)(=O)NC6CC6)c5)c4)n3n2)cc(OC)c1OC. Reaction SMILES: [Br:1][c:2]1[cH:3][c:4](-[c:8]2[n:9][c:10]([CH3:30])[c:11]3[cH:12][n:13][c:14]([NH:17][c:18]4[cH:19][c:20]([O:28][CH3:29])[c:21]([O:26][CH3:27])[c:22]([O:24][CH3:25])[cH:23]4)[n:15][n:16]23)[cH:5][cH:6][cH:7]1.[CH2:51]1[O:52][CH2:53][CH2:54][O:55][CH2:56]1.[CH3:45][C:46]([CH3:47])([O-:48])[CH3:49].[CH3:57][OH:58].[CH3:59][CH2:60][O:61][C:62](=[O:63])[CH3:64].[NH2:31][c:32]1[cH:33][c:34]([S:38](=[O:39])(=[O:40])[NH:41][CH:42]2[CH2:43][CH2:44]2)[cH:35][cH:36][cH:37]1.[Na+:50]>>[c:2]1([NH:31][c:32]2[cH:33][c:34]([S:38](=[O:39])(=[O:40])[NH:41][CH:42]3[CH2:43][CH2:44]3)[cH:35][cH:36][cH:37]2)[cH:3][c:4](-[c:8]2[n:9][c:10]([CH3:30])[c:11]3[cH:12][n:13][c:14]([NH:17][c:18]4[cH:19][c:20]([O:28][CH3:29])[c:21]([O:26][CH3:27])[c:22]([O:24][CH3:25])[cH:23]4)[n:15][n:16]23)[cH:5][cH:6][cH:7]1. Reactants: C1(CC(C=C1)=O)=O (4-cyclopentene-1,3-dione), C1=CC=CC1 (cyclopentadiene), C(C)(C)(C)C1=C(O)C=C(C(=C1)O)C(C)(C)C (2,5-di-t-butyl hydroquinone). The solvent is C1=CC=CC=C1 (benzene). Run at time 3 day. Product: C12C3C(CC(C3C(C=C1)C2)=O)=O (Tricyclo [5,2,1,02,6 ] dec-8-ene-3,5-dione). As a reaction SMILES: [C:1]1(=[O:7])[CH:5]=[CH:4][C:3](=[O:6])[CH2:2]1.[CH:8]1[CH2:12][CH:11]=[CH:10][CH:9]=1.C(C1C=C(O)C(C(C)(C)C)=CC=1O)(C)(C)C>C1C=CC=CC=1>[CH:10]12[CH2:11][CH:12]([CH:8]=[CH:9]1)[CH:4]1[CH:5]2[C:1](=[O:7])[CH2:2][C:3]1=[O:6]. Reported procedure: A solution of 4-cyclopentene-1,3-dione (5 84g; 0.06 mole) in anhydrous benzene (20ml) was treated with freshly distilled cyclopentadiene (7.3g; 0.122 mole) together with a few crystals of 2,5-di-t-butyl hydroquinone. An immediate reaction ensued with concommitant crystallisation of the product. After standing at room temperature for 3 days the title compound was filtered and recrystallised from methanol, m.p. 183° C. Yields the product O=C(O)CNC(=O)OCCCNc1ccccn1. As a reaction SMILES: [Cl:30][CH2:31][Cl:32].[OH:1][C:2]([C:3]([F:4])([F:5])[F:6])=[O:7].[n:8]1[c:9]([NH:14][CH2:15][CH2:16][CH2:17][O:18][C:19](=[O:20])[NH:21][CH2:22][C:23](=[O:24])[O:25][C:26]([CH3:27])([CH3:28])[CH3:29])[cH:10][cH:11][cH:12][cH:13]1>>[n:8]1[c:9]([NH:14][CH2:15][CH2:16][CH2:17][O:18][C:19](=[O:20])[NH:21][CH2:22][C:23](=[O:24])[OH:25])[cH:10][cH:11][cH:12][cH:13]1. The reactants are ClCCl, O=C(O)C(F)(F)F, CC(C)(C)OC(=O)CNC(=O)OCCCNc1ccccn1.